This data is from the Open Reaction Database (ORD), a public repository of structured organic reaction records. The task is: describe an organic reaction: reactants, conditions, products, and yield The reactants are C1(=CC=CC=C1)S(=O)(=O)N (Benzenesulfonamide), BrCC=1N=CSC1CBr (4,5-bis(bromomethyl)thiazole), [H-].[Na+] (sodium hydride). Solvent: CN(C=O)C (N,N-dimethylformamide). Conditions: time 3 hour. Yields the product C1(=CC=CC=C1)S(=O)(=O)N1CC=2N=CSC2C1 (5-(phenylsulfonyl)-5,6-dihydro-4H-pyrolo[3,4-d]thiazole). As a reaction SMILES: [C:1]1([S:7]([NH2:10])(=[O:9])=[O:8])[CH:6]=[CH:5][CH:4]=[CH:3][CH:2]=1.Br[CH2:12][C:13]1[N:14]=[CH:15][S:16][C:17]=1[CH2:18]Br.[H-].[Na+]>CN(C)C=O>[C:1]1([S:7]([N:10]2[CH2:18][C:17]3[S:16][CH:15]=[N:14][C:13]=3[CH2:12]2)(=[O:9])=[O:8])[CH:6]=[CH:5][CH:4]=[CH:3][CH:2]=1 |f:2.3|. Reported procedure: Benzenesulfonamide (638 mg) and 4,5-bis(bromomethyl)thiazole (M. Al. Hariri, O. Galley, F. Pautet, H. Fillion, Eur. J. Org. Chem., pp. 593-594 (1998)) (1.10 g) were dissolved in N,N-dimethylformamide (10 mL) under ice cooling, and sodium hydride (60% in oil, 357 mg) was added thereto at a time, followed by stirring at room temperature for 3 hours. The resultant mixture was partitioned between water and methylene chloride, and the organic layer was dried over sodium sulfate anhydrate. The solvent... Reactants: [Si](C)(C)(C(C)(C)C)OC1CC(=CC1)CC#C[Si](C)(C)C ((RS)-3-(3-trimethylsilyl-2-propynyl)-3-cyclopenten-1-yl (t-butyldimethylsilyl) ether), [F-].C(CCC)[N+](CCCC)(CCCC)CCCC (tetrabutylammonium fluoride), ( 5 ). Solvent: O1CCCC1 (tetrahydrofuran). Product: C(C#C)C=1CC(CC1)O ((RS)-3-propargyl-3-cyclopenten-1-ol). The yield is 38.0%. RXN SMILES: [Si]([O:8][CH:9]1[CH2:13][CH:12]=[C:11]([CH2:14][C:15]#[C:16][Si](C)(C)C)[CH2:10]1)(C(C)(C)C)(C)C.[F-].C([N+](CCCC)(CCCC)CCCC)CCC>O1CCCC1>[CH2:14]([C:11]1[CH2:10][CH:9]([OH:8])[CH2:13][CH:12]=1)[C:15]#[CH:16] |f:1.2|. Procedure details: By using 0.85 g of (RS)-3-(3-trimethylsilyl-2-propynyl)-3-cyclopenten-1-yl (t-butyldimethylsilyl) ether and 8.5 ml of 1 M tetrahydrofuran solution of tetrabutylammonium fluoride and by the same procedures as in (5) of the intermediate preparation example 1, there was obtained 128 mg of (RS)-3-propargyl-3-cyclopenten-1-ol. Yield 37% Starting materials: CCOC(=O)c1c(Cl)c2ccc(C)nc2n(C)c1=O, C1CCNC1, CCO, [Na+], [Na+], O=C([O-])[O-]. Yields the product CCOC(=O)c1c(N2CCCC2)c2ccc(C)nc2n(C)c1=O. Reaction SMILES: [CH2:1]([CH3:2])[O:3][C:4](=[O:5])[c:6]1[c:7](=[O:19])[n:8]([CH3:18])[c:9]2[n:10][c:11]([CH3:17])[cH:12][cH:13][c:14]2[c:15]1[Cl:16].[CH2:20]1[CH2:21][CH2:22][NH:23][CH2:24]1.[CH3:31][CH2:32][OH:33].[Na+:25].[Na+:26].[O-:27][C:28](=[O:29])[O-:30]>>[CH2:1]([CH3:2])[O:3][C:4](=[O:5])[c:6]1[c:7](=[O:19])[n:8]([CH3:18])[c:9]2[n:10][c:11]([CH3:17])[cH:12][cH:13][c:14]2[c:15]1[N:23]1[CH2:22][CH2:21][CH2:20][CH2:24]1. Product: NCC1=NC(=NC(=C1)OC)N (4-(aminomethyl)-6-methoxypyrimidin-2-amine). Yield: 95.8%. Reactants: NC1=NC(=CC(=N1)C#N)OC (2-amino-6-methoxypyrimidine-4-carbonitrile). Reported procedure: 10% Pd/C (0.010 g) was added to a stirred solution of 2-amino-6-methoxypyrimidine-4-carbonitrile (0.107 g, 0.71 mmol, 1 eq) in 4 ml HOAc. A H2 balloon (20 psi) was added. After 2 h the mixture was filtered through Celite. The filter cake was rinsed with MeOH. The organics were combined and the solvent was removed in vacuo. 1 N NaOH was added to pH>8 and the solvent was removed in vacuo. The residue was stirred in EtOAc (30 ml) and saturated aqueous NaHCO3 (1 ml). After 30 min Na2SO4 was added an... Reagents/catalysts: [Pd] (Pd/C). Solvent: CC(=O)O (HOAc). As a reaction SMILES: [NH2:1][C:2]1[N:7]=[C:6]([C:8]#[N:9])[CH:5]=[C:4]([O:10][CH3:11])[N:3]=1>CC(O)=O.[Pd]>[NH2:9][CH2:8][C:6]1[CH:5]=[C:4]([O:10][CH3:11])[N:3]=[C:2]([NH2:1])[N:7]=1. Starting materials: [BH4-], Cc1cc(C=O)cc2cn(COCC[Si](C)(C)C)nc12, CCO, [Na+]. Product: Cc1cc(CO)cc2cn(COCC[Si](C)(C)C)nc12. Reaction SMILES: [BH4-:21].[CH3:1][c:2]1[cH:3][c:4]([CH:19]=[O:20])[cH:5][c:6]2[cH:7][n:8]([CH2:11][O:12][CH2:13][CH2:14][Si:15]([CH3:16])([CH3:17])[CH3:18])[n:9][c:10]12.[CH3:23][CH2:24][OH:25].[Na+:22]>>[CH3:1][c:2]1[cH:3][c:4]([CH2:19][OH:20])[cH:5][c:6]2[cH:7][n:8]([CH2:11][O:12][CH2:13][CH2:14][Si:15]([CH3:16])([CH3:17])[CH3:18])[n:9][c:10]12.